From a dataset of the Open Reaction Database (ORD), a public repository of structured organic reaction records. describe an organic reaction: reactants, conditions, products, and yield Starting materials: CCOC(=O)c1ccc(F)c(O)c1, CN(C)C=O, CC(=O)O, [Cl-], Clc1cnccn1, [H-], [Na+], [Na+]. Yields the product CCOC(=O)c1ccc(F)c(Oc2cnccn2)c1. RXN SMILES: [CH2:1]([CH3:2])[O:3][C:4]([c:5]1[cH:6][c:7]([OH:12])[c:8]([F:11])[cH:9][cH:10]1)=[O:13].[CH3:25][N:26]([CH3:27])[CH:28]=[O:29].[CH3:30][C:31](=[O:32])[OH:33].[Cl-:23].[Cl:16][c:17]1[n:18][cH:19][cH:20][n:21][cH:22]1.[H-:15].[Na+:14].[Na+:24]>>[CH2:1]([CH3:2])[O:3][C:4]([c:5]1[cH:6][c:7]([O:12][c:17]2[n:18][cH:19][cH:20][n:21][cH:22]2)[c:8]([F:11])[cH:9][cH:10]1)=[O:13]. The reactants are [Cl-].[Cl-].[Cl-].[Cr+3] (chromium trichloride), C(C)N(CC)CC1=C(C=CC=C1)[Li] (2-diethylaminomethylphenyllithium). Product: C(C)N(CC)CC1=C(C=CC=C1)[Cr](C1=C(C=CC=C1)CN(CC)CC)C1=C(C=CC=C1)CN(CC)CC (tris(2-diethylaminomethylphenyl)chromium). As a reaction SMILES: [Cl-].[Cl-].[Cl-].[Cr+3:4].[CH2:5]([N:7]([CH2:10][C:11]1[CH:16]=[CH:15][CH:14]=[CH:13][C:12]=1[Li])[CH2:8][CH3:9])[CH3:6]>>[CH2:5]([N:7]([CH2:10][C:11]1[CH:16]=[CH:15][CH:14]=[CH:13][C:12]=1[Cr:4]([C:16]1[CH:15]=[CH:14][CH:13]=[CH:12][C:11]=1[CH2:10][N:7]([CH2:8][CH3:9])[CH2:5][CH3:6])[C:12]1[CH:13]=[CH:14][CH:15]=[CH:16][C:11]=1[CH2:10][N:7]([CH2:8][CH3:9])[CH2:5][CH3:6])[CH2:8][CH3:9])[CH3:6] |f:0.1.2.3|. Procedure: In Angew. Chem., 75, 94 (1963), Bahr and Zohm disclose reaction of chromium trichloride with 2-diethylaminomethylphenyllithium to give tris(2-diethylaminomethylphenyl)chromium. The product was highly unstable to atmospheric oxygen. Starting materials: BrC=1C(=C(C=CC1F)N)F (3-bromo-2,4-difluorophenylamine), C(CCC)[Sn](C1=NC=CC=C1)(CCCC)CCCC (2-tri-n-butylstannylpyridine), [Cl-].[Li+] (lithium chloride). The reagents and catalysts are [Cu]I (copper(I) iodide). Solvent: O1CCCC1 (tetrahydrofuran). Yields the product FC1=C(C=CC(=C1C1=NC=CC=C1)F)N (2,4-difluoro-3-(pyridin-2-yl)phenylamine). Isolated yield 10.7%. Reaction SMILES: Br[C:2]1[C:3]([F:10])=[C:4]([NH2:9])[CH:5]=[CH:6][C:7]=1[F:8].C([Sn](CCCC)(CCCC)[C:16]1[CH:21]=[CH:20][CH:19]=[CH:18][N:17]=1)CCC.[Cl-].[Li+]>O1CCCC1.[Cu]I>[F:10][C:3]1[C:2]([C:16]2[CH:21]=[CH:20][CH:19]=[CH:18][N:17]=2)=[C:7]([F:8])[CH:6]=[CH:5][C:4]=1[NH2:9] |f:2.3|. Procedure details: A mixture of 3-bromo-2,4-difluorophenylamine (5.2 g, 25 mmol), 2-tri-n-butylstannylpyridine (11.0 g, 30 mmol), lithium chloride (10.6 g, 250 mmol) and copper(I) iodide (476 mg, 2.5 mmol) in tetrahydrofuran (100 ml) was degassed with nitrogen for 20 min before adding tetrakis(triphenylphosphine)palladium(0). The reaction was then heated at reflux for 5 days. The mixture was cooled to ambient temperature then partitioned between ethyl acetate and 10% ammonium hydroxide. The organics were washed wi... The reactants are Cl (HCl), N1(CCCC1)CCO (2-(pyrrolidin-1-yl)ethanol), [H-].[Na+] (sodium hydride), ClC1=CC=C(C=N1)C1=CC=2N(C=C1)C(=CN2)C(=O)NC2=C(C=CC(=C2)C(NCC2=CC(=C(C=C2)F)F)=O)F (7-(6-Chloropyridin-3-yl)-N-(5-(3,4-difluorobenzylcarbamoyl)-2-fluorophenyl)imidazo[1,2-a]pyridine-3-carboxamide), Cl (HCl). Run in C(C)OCC (diethyl ether), CO (MeOH), C1(=CC=CC=C1)C (toluene), C(C)OCC (diethyl ether). Reaction conditions: temperature 60 celsius. Yields the product Cl.FC=1C=C(CNC(=O)C=2C=CC(=C(C2)NC(=O)C2=CN=C3N2C=CC(=C3)C=3C=NC(=CC3)OCCN3CCCC3)F)C=CC1F (N-(5-(3,4-Difluorobenzylcarbamoyl)-2-fluorophenyl)-7-(6-(2-(pyrrolidin-1-yl)ethoxy)pyridin-3-yl)imidazo[1,2-a]pyridine-3-carboxamide Hydrochloride). As a reaction SMILES: [N:1]1([CH2:6][CH2:7][OH:8])[CH2:5][CH2:4][CH2:3][CH2:2]1.[H-].[Na+].[Cl:11][C:12]1[N:17]=[CH:16][C:15]([C:18]2[CH:23]=[CH:22][N:21]3[C:24]([C:27]([NH:29][C:30]4[CH:35]=[C:34]([C:36](=[O:47])[NH:37][CH2:38][C:39]5[CH:44]=[CH:43][C:42]([F:45])=[C:41]([F:46])[CH:40]=5)[CH:33]=[CH:32][C:31]=4[F:48])=[O:28])=[CH:25][N:26]=[C:20]3[CH:19]=2)=[CH:14][CH:13]=1.Cl>C1(C)C=CC=CC=1.CO.C(OCC)C>[ClH:11].[F:46][C:41]1[CH:40]=[C:39]([CH:44]=[CH:43][C:42]=1[F:45])[CH2:38][NH:37][C:36]([C:34]1[CH:33]=[CH:32][C:31]([F:48])=[C:30]([NH:29][C:27]([C:24]2[N:21]3[CH:22]=[CH:23][C:18]([C:15]4[CH:16]=[N:17][C:12]([O:8][CH2:7][CH2:6][N:1]5[CH2:5][CH2:4][CH2:3][CH2:2]5)=[CH:13][CH:14]=4)=[CH:19][C:20]3=[N:26][CH:25]=2)=[O:28])[CH:35]=1)=[O:47] |f:1.2,8.9|. Procedure details: A solution of 2-(pyrrolidin-1-yl)ethanol (30.5 mg, 0.265 mmol) and sodium hydride (6.36 mg, 0.265 mmol) in toluene (442 μl) was stirred at RT for 30 mins and treated with 7-(6-chloropyridin-3-yl)-N-(5-(3,4-difluorobenzylcarbamoyl)-2-fluorophenyl)imidazo[1,2-a]pyridine-3-carboxamide (step 1). The reaction mixture was heated at 60° C. for 1 hour and the reaction was quenched with wet MeOH. Purification of the mixture by chromatography on silica eluting with 0-20% (2M NH3 in MeOH)/DCM afforded a ye... Starting materials: C1CCOC1, CI, CC(C)NC(C)C, O=C(O)C1CCCCCC1. Product: CC1(C(=O)O)CCCCCC1. RXN SMILES: [CH2:20]1[O:21][CH2:22][CH2:23][CH2:24]1.[CH3:18][I:19].[CH:1]([NH:2][CH:3]([CH3:4])[CH3:5])([CH3:6])[CH3:7].[CH:8]1([C:15](=[O:16])[OH:17])[CH2:9][CH2:10][CH2:11][CH2:12][CH2:13][CH2:14]1>>[CH3:1][C:8]1([C:15](=[O:16])[OH:17])[CH2:9][CH2:10][CH2:11][CH2:12][CH2:13][CH2:14]1. The reactants are FC(C(C(=O)F)(F)F)(C(F)(F)F)F (heptafluorobutyryl fluoride), C(CCC)(=O)O (butyric acid), C(CCC)(=O)OC(CCC)=O (butyric anhydride). The product is FC(C(C(C(=O)O)(F)F)(F)F)(F)F (heptafluorobutyric acid), C(CCC)(=O)F (butyryl fluoride). Reaction SMILES: [F:1][C:2]([F:13])([C:9]([F:12])([F:11])[F:10])[C:3]([F:8])([F:7])[C:4]([F:6])=[O:5].C(O)(=[O:18])CCC.C(OC(=O)CCC)(=O)CCC>>[F:10][C:9]([F:12])([F:11])[C:2]([F:13])([F:1])[C:3]([F:8])([F:7])[C:4]([OH:18])=[O:5].[C:4]([F:6])(=[O:5])[CH2:3][CH2:2][CH3:9]. Reported procedure: The following run illustrates the metathetical reaction of impure heptafluorobutyryl fluoride with butyric acid in the presence of butyric anhydride to give heptafluorobutyric acid and butyryl fluoride and the recovery of products from the reaction mixture by fractional distillation.